describe an organic reaction: reactants, conditions, products, and yield From a dataset of the Open Reaction Database (ORD), a public repository of structured organic reaction records. Starting materials: [OH-].[NH4+] (ammonium hydroxide), O (water), Cl (hydrochloric acid), C1(CCCC1)OC1=C(C=CC=C1)[N+](=O)[O-] (2-cyclopentoxynitrobenzene). Reagents/catalysts: [Fe] (Iron). Solvent: C(C)O (ethanol). The product is C1(CCCC1)OC1=C(N)C=CC=C1 (2-Cyclopentoxyaniline). The yield is 63.3%. As a reaction SMILES: O.Cl.[CH:3]1([O:8][C:9]2[CH:14]=[CH:13][CH:12]=[CH:11][C:10]=2[N+:15]([O-])=O)[CH2:7][CH2:6][CH2:5][CH2:4]1.[OH-].[NH4+]>[Fe].C(O)C>[CH:3]1([O:8][C:9]2[CH:14]=[CH:13][CH:12]=[CH:11][C:10]=2[NH2:15])[CH2:7][CH2:6][CH2:5][CH2:4]1 |f:3.4|. Procedure: Iron 60 mesh (51.9 g, 0.93 mole), water (220 cc), ethanol (244 cc) and concentrated hydrochloric acid (14.2 cc) were heated to reflux under a nitrogen blanket. Then 2-cyclopentoxynitrobenzene (55.2 g, 0.27 mole) was added at reflux over a period of 2 hrs. The reaction was maintained at reflux for an additional 3 hrs. The pH was adjusted to 7-8 by the addition of concentrated ammonium hydroxide. The reaction mixture then was filtered at 30° C., and the filtrate was washed with 200 cc of ether. Th... The reactants are CCOC1=C(C=C2C(=C1)NC=C(C2=O)C#N)NC(=O)C (3-Cyano-7-ethoxy-4-hydroxy-6-N-acetylquinoline), ClCl (chlorine). Product: CCOC1=C(C=C2C(=C1)N=CC(=C2Cl)C#N)NC(=O)C (4-Chloro-3-cyano-7-ethoxy-6-N-acetylquinoline). Procedure details: 3-Cyano-7-ethoxy-4-hydroxy-6-N-acetylquinoline 6 was reacted with a chlorine-substituting reagent to yield 4-Chloro-3-cyano-7-ethoxy-6-N-acetylquinoline 7 followed by condensation with 3-chloro-4-fluoroaniline optionally in the presence of acid to yield N-[4-(3-Chloro-4-fluoro-phenylamino)-3-cyano-7-ethoxy-quinolin-6-yl]-acetamide 8. As a reaction SMILES: [CH3:1][CH2:2][O:3][C:4]1[CH:9]=[C:8]2[NH:10][CH:11]=[C:12]([C:15]#[N:16])[C:13](=O)[C:7]2=[CH:6][C:5]=1[NH:17][C:18]([CH3:20])=[O:19].[Cl:21]Cl>>[CH3:1][CH2:2][O:3][C:4]1[CH:9]=[C:8]2[N:10]=[CH:11][C:12]([C:15]#[N:16])=[C:13]([Cl:21])[C:7]2=[CH:6][C:5]=1[NH:17][C:18]([CH3:20])=[O:19].